This data is from the Open Reaction Database (ORD), a public repository of structured organic reaction records. The task is: describe an organic reaction: reactants, conditions, products, and yield The reactants are CC1C([C@H]2N(C1C(=O)OCOC(C(C)(C)C)=O)C(C2NC(COC2=CC=CC=C2)=O)=O)=O (pivaloyloxymethyl 2-methyl-1-oxo-6-(2-phenoxyacetamido)carbapenam-3-carboxylate), [BH4-].C(CCC)[N+](CCCC)(CCCC)CCCC (tetrabutylammonium borohydride), N1=CC=CC=C1 (Pyridine), C(C)(=O)OC(C)=O (acetic anhydride). The reagents and catalysts are CN(C1=CC=NC=C1)C (4-dimethylaminopyridine). The solvent is C(C)(=O)OCC (ethyl acetate), C(Cl)(Cl)Cl (chlorform), C1(=CC=CC=C1)C (toluene), C1(=CC=CC=C1)C (toluene). Conditions: temperature -10 celsius, time 1 hour. The product is C(C)(=O)OC1C(C(N2[C@H]1C(C2=O)NC(COC2=CC=CC=C2)=O)C(=O)OCOC(C(C)(C)C)=O)C (pivaloyloxymethyl 1-acetoxy-2-methyl-6-(2-phenoxyacetamido)carbapenam-3-carboxylate). The yield is 6.8%. RXN SMILES: [CH3:1][CH:2]1[CH:6]([C:7]([O:9][CH2:10][O:11][C:12](=[O:17])[C:13]([CH3:16])([CH3:15])[CH3:14])=[O:8])[N:5]2[C:18](=[O:31])[CH:19]([NH:20][C:21](=[O:30])[CH2:22][O:23][C:24]3[CH:29]=[CH:28][CH:27]=[CH:26][CH:25]=3)[C@H:4]2[C:3]1=[O:32].[BH4-].C([N+](CCCC)(CCCC)CCCC)CCC.N1C=CC=CC=1.[C:57](OC(=O)C)(=[O:59])[CH3:58]>CN(C)C1C=CN=CC=1.C1(C)C=CC=CC=1.C(OCC)(=O)C.C(Cl)(Cl)Cl>[C:57]([O:32][CH:3]1[C@@H:4]2[CH:19]([NH:20][C:21](=[O:30])[CH2:22][O:23][C:24]3[CH:29]=[CH:28][CH:27]=[CH:26][CH:25]=3)[C:18](=[O:31])[N:5]2[CH:6]([C:7]([O:9][CH2:10][O:11][C:12](=[O:17])[C:13]([CH3:14])([CH3:15])[CH3:16])=[O:8])[CH:2]1[CH3:1])(=[O:59])[CH3:58] |f:1.2|. Procedure details: By the procedure of Example 18, pivaloyloxymethyl 2-methyl-1-oxo-6-(2-phenoxyacetamido)carbapenam-3-carboxylate (135 mg., 0.3 mmoles) was reduced with tetrabutylammonium borohydride and the isolation taken to the stage at which a washed, dried and filtered solution of pivaloyloxymethyl 1-hydroxy-2-methyl-6-(2-phenoxyacetamido)carbapenam-3-carboxylate in methylene chloride was in hand. This solution was cooled to -10° C. Pyridine (24 mg., 0.3 mmoles), acetic anhydride (31 mg., 0.3 mmoles) and 4-d...